describe an organic reaction: reactants, conditions, products, and yield From a dataset of the Open Reaction Database (ORD), a public repository of structured organic reaction records. Reactants: [O-]CC.[Na+] (sodium ethoxide), ClC(C(CC(=O)OCC)(C)C)CC(Cl)(Cl)Cl (ethyl 4,6,6,6-tetrachloro-3,3-dimethylhexanoate), ice water, Cl (hydrogen chloride). The solvent is CN(C=O)C (dimethylformamide), CN(C=O)C (dimethylformamide). Yields the product ClC(C(CC(=O)OCC)(C)C)C=C(Cl)Cl (ethyl 4,6,6-trichloro-3,3-dimethyl-5-hexenoate). Isolated yield 66.2%. As a reaction SMILES: [O-]CC.[Na+].[Cl:5][CH:6]([CH2:16][C:17](Cl)([Cl:19])[Cl:18])[C:7]([CH3:15])([CH3:14])[CH2:8][C:9]([O:11][CH2:12][CH3:13])=[O:10].Cl>CN(C)C=O>[Cl:5][CH:6]([CH:16]=[C:17]([Cl:18])[Cl:19])[C:7]([CH3:15])([CH3:14])[CH2:8][C:9]([O:11][CH2:12][CH3:13])=[O:10] |f:0.1|. Procedure details: A solution of 2.04 g of sodium ethoxide in 60 ml of dimethylformamide was added to a hot solution (140°) of 3.1 g of ethyl 4,6,6,6-tetrachloro-3,3-dimethylhexanoate in 20 ml of dimethylformamide. The mixture was maintained at 140° for 2 hours, then cooled to 0°, neutralized with dry hydrogen chloride and poured into ice water. The aqueous mixture was extracted with ether, and the extract was washed successively with saturated aqueous sodium bicarbonate and sodium chloride. The washed extract was...